describe an organic reaction: reactants, conditions, products, and yield From a dataset of the Open Reaction Database (ORD), a public repository of structured organic reaction records. Reactants: CN1CC2=CC=CC=C2C(C1)=O (2-methyl-2,3-dihydro-4-(1H)-isoquinolone), C(C)(=O)[O-].[NH4+] (ammonium acetate), [BH3-]C#N.[Na+] (NaCNBH3). Run in CO (methanol). Reaction conditions: time 2 day. The product is NC1CN(CC2=CC=CCC12)C (racemic 4-amino-2-methyltetrahydroisoquinoline). The yield is 51.5%. Reaction SMILES: [CH3:1][N:2]1[CH2:11][C:10](=O)[C:9]2[C:4](=[CH:5][CH:6]=[CH:7][CH:8]=2)[CH2:3]1.C([O-])(=O)C.[NH4+].[BH3-]C#[N:20].[Na+]>CO>[NH2:20][CH:10]1[CH:9]2[C:4](=[CH:5][CH:6]=[CH:7][CH2:8]2)[CH2:3][N:2]([CH3:1])[CH2:11]1 |f:1.2,3.4|. Procedure details: According to Scheme 23, a mixture of 2-methyl-2,3-dihydro-4-(1H)-isoquinolone (630 mg, 3.9 mmol, Nichols, D. E. et al.; WO9706799), ammonium acetate (3.0 g, 39 mmol) and NaCNBH3 (491 mg, 7.8 mmol) in 25 mL of dry methanol was stirred for 2 days at RT. The solvent was removed and the residue was acidified to pH 2 to destroy the excess NaCNBH3. After basification with aq Na2CO3 to pH 10, the product was extracted into ether. The ether layer was dried (K2CO3) and the solvent was evaporated to provi... Reactants: C(C1=CC=CC=C1)(=O)N1C[C@H]2C=3C(=CC=CC13)C[C@H](C2)N ((2aR,4S)-1-Benzoyl-4-amino-1,2,2a,3,4,5-hexahydrobenz[cd]indole), [OH-].[Na+] (NaOH), BrBr (bromine), three, C(C)(=O)[O-].[Na+] (sodium acetate). The solvent is C(C)OCC (ethyl ether), C(C)(=O)O (acetic acid), O (H2O), C(C)(=O)O (acetic acid). Yields the product C(C1=CC=CC=C1)(=O)N1C[C@H]2C=3C(=C(C=CC13)Br)C[C@H](C2)N ((2aR,4S)-1-benzoyl-4-amino-6-bromo-1,2,2a,3,4,5-hexahydrobenz[cd]indole). The yield is 88.7%. RXN SMILES: [C:1]([N:9]1[C:17]2[CH:16]=[CH:15][CH:14]=[C:13]3[CH2:18][C@@H:19]([NH2:21])[CH2:20][C@H:11]([C:12]=23)[CH2:10]1)(=[O:8])[C:2]1[CH:7]=[CH:6][CH:5]=[CH:4][CH:3]=1.C([O-])(=O)C.[Na+].[Br:27]Br.[OH-].[Na+]>C(O)(=O)C.C(OCC)C.O>[C:1]([N:9]1[C:17]2[CH:16]=[CH:15][C:14]([Br:27])=[C:13]3[CH2:18][C@@H:19]([NH2:21])[CH2:20][C@H:11]([C:12]=23)[CH2:10]1)(=[O:8])[C:2]1[CH:3]=[CH:4][CH:5]=[CH:6][CH:7]=1 |f:1.2,4.5|. Procedure details: (2aR,4S)-1-Benzoyl-4-amino-1,2,2a,3,4,5-hexahydrobenz[cd]indole (29.4 g, 0.106 mole) was placed into a 500 ml three neck round bottom flask equipped with a mechanical stirrer, a nitrogen inlet and a constant addition funnel. The substrate was dissolved in glacial acetic acid (250 ml), and sodium acetate (34.7 g, 0.423 mole, 4 mol equiv) was then added. A solution of bromine (21.8 ml, 0.424 mole) in acetic acid was then added dropwise over a period of one hour with vigorous stirring and then stir... The reactants are [H-].[Na+] (NaH), OC1CCC(CC1)C(=O)OCC (ethyl 4-hydroxycyclohexanoate), BrC=1C=CC(=NC1)F (5-bromo-2-fluoropyridine). The solvent is CN(C)C=O (DMF), C(=O)(O)[O-].[Na+] (NaHCO3). Conditions: temperature 80 celsius. Product: BrC=1C=CC(=NC1)OC1CCC(CC1)C(=O)OCC (ethyl 4-[(5-bromopyridin-2-yl)oxy]cyclohexanecarboxylate). Reaction SMILES: [H-].[Na+].[OH:3][CH:4]1[CH2:9][CH2:8][CH:7]([C:10]([O:12][CH2:13][CH3:14])=[O:11])[CH2:6][CH2:5]1.[Br:15][C:16]1[CH:17]=[CH:18][C:19](F)=[N:20][CH:21]=1>CN(C=O)C.C([O-])(O)=O.[Na+]>[Br:15][C:16]1[CH:17]=[CH:18][C:19]([O:3][CH:4]2[CH2:5][CH2:6][CH:7]([C:10]([O:12][CH2:13][CH3:14])=[O:11])[CH2:8][CH2:9]2)=[N:20][CH:21]=1 |f:0.1,5.6|. Reported procedure: NaH (0.250 g, 6.25 mmol) was added to a mixture of ethyl 4-hydroxycyclohexanoate (0.916 ml, 5.68 mmol), and 5-bromo-2-fluoropyridine (0.585 mL, 5.68 mmol) in DMF (15 mL) at room temperature under an Argon atmosphere. The reaction mixture was heated to 80° C. for 2.5 hours. Upon cooling, the reaction mixture was diluted with saturated NaHCO3 (50 mL), and extracted with ethyl acetate (50 mL) and diethyl ether (50 mL). The organic layer was washed with water, brine, dried over sodium sulfate, filte... Procedure details: A solution of 4-methyl-4-(phenylsulphonyl)butyne (208 mg, 1 mmol), 5-phenyl-2-azabicyclo[2.2.1]heptane (207 mg, 1.2 mmol), and paraformaldehyde (36 mg, 1.2 mmol) in dioxane (3 ml) was degassed three times. Cuprous chloride (10 mg) was added and the mixture was heated under reflux conditions for 1 h. The mixture was cooled and evaporated in vacuo. The residue was purified by chromatography on silica using 1–7% methanol in dichloromethane. The resulting brown oil was re-purified on alumina (grade ... Starting materials: Cuprous chloride, CC(CC#C)S(=O)(=O)C1=CC=CC=C1 (4-methyl-4-(phenylsulphonyl)butyne), C1(=CC=CC=C1)C1C2CNC(C1)C2 (5-phenyl-2-azabicyclo[2.2.1]heptane), C=O (paraformaldehyde). Run in O1CCOCC1 (dioxane). The product is CC(C#CCN1C2CC(C(C1)C2)C2=CC=CC=C2)(C)S(=O)(=O)C2=CC=CC=C2 (2-[4-Methyl-4-(phenylsulfonyl)pent-2-ynyl]-5-phenyl-2-azabicyclo[2.2.1]heptane). Reaction SMILES: [CH3:1][CH:2]([S:6]([C:9]1[CH:14]=[CH:13][CH:12]=[CH:11][CH:10]=1)(=[O:8])=[O:7])[CH2:3][C:4]#[CH:5].[C:15]1([CH:21]2[CH2:26][CH:25]3[CH2:27][CH:22]2[CH2:23][NH:24]3)[CH:20]=[CH:19][CH:18]=[CH:17][CH:16]=1.[CH2:28]=O>O1CCOCC1>[CH3:1][C:2]([S:6]([C:9]1[CH:14]=[CH:13][CH:12]=[CH:11][CH:10]=1)(=[O:7])=[O:8])([CH3:28])[C:3]#[C:4][CH2:5][N:24]1[CH2:23][CH:22]2[CH2:27][CH:25]1[CH2:26][CH:21]2[C:15]1[CH:16]=[CH:17][CH:18]=[CH:19][CH:20]=1. Starting materials: CN(C)C=O, O=C(O)CC1CCCC1, O=S(Cl)Cl. The product is O=C(Cl)CC1CCCC1. Reaction SMILES: [CH3:14][N:15]([CH3:16])[CH:17]=[O:18].[CH:1]1([CH2:6][C:7](=[O:8])[OH:9])[CH2:2][CH2:3][CH2:4][CH2:5]1.[S:10]([Cl:11])([Cl:12])=[O:13]>>[CH:1]1([CH2:6][C:7](=[O:9])[Cl:12])[CH2:2][CH2:3][CH2:4][CH2:5]1. Starting materials: [H][H] (hydrogen), C(C)NC=1C=NC=NC1 (5-(N-ethyl)aminopyrimidine), NC=1C=NC=NC1 (5-aminopyrimidine), C(C)=O (acetaldehyde). Reagents/catalysts: O=[Pt]=O (PtO2). The solvent is C(C)O (ethanol). Yields the product C(C)N(CC)C=1C=NC=NC1 (5-(N,N-diethyl)aminopyrimidine). As a reaction SMILES: N[C:2]1C=NC=N[CH:7]=1.C(=O)C.[H][H].[CH2:13]([NH:15][C:16]1[CH:17]=[N:18][CH:19]=[N:20][CH:21]=1)[CH3:14]>C(O)C.O=[Pt]=O>[CH2:13]([N:15]([C:16]1[CH:17]=[N:18][CH:19]=[N:20][CH:21]=1)[CH2:2][CH3:7])[CH3:14]. Procedure details: A suspension of the 5-aminopyrimidine, and one twenty-fifth an equal mass of PtO2, and 5 equivalents equivalents of aqueous acetaldehyde, in ethanol solvent, was shaken under 60 psi hydrogen gas for 24 h. At this time, TLC of an evaporated aliquot of the reaction mixture indicated complete conversion of the 5-(N-ethyl)aminopyrimidine. The Pt catalyst was removed by filtering the reaction mixture through Celite, and the 5-(N,N-diethyl)aminopyrimidine was isolated by evaporation of the ethanol sol... Starting materials: ClC1=NC=CC(=N1)C1=CC=2C(N(CC3(C2N1)CCN(CC3)C(=O)OC(C)(C)C)CC3=CC=C(C=C3)OC)=O (tert-butyl 2′-(2-chloropyrimidin-4-yl)-5′(4-methoxybenzyl)-4′-oxo-1′,4′,5′,6′-tetrahydrospiro[piperidine-4,7′-pyrrolo[3,2-c]pyridine]-1-carboxylate), O1C(=CC2=C1C=CC=C2)B(O)O (2-benzofuranboronic acid), potassium phosphate tribasic heptahydrate. Reagents/catalysts: [Pd](Cl)Cl.C1(=CC=CC=C1)P([C-]1C=CC=C1)C1=CC=CC=C1.[C-]1(C=CC=C1)P(C1=CC=CC=C1)C1=CC=CC=C1.[Fe+2] (1,1′-bis(diphenylphosphino)ferrocene palladium(II)chloride). The solvent is O1CCOCC1 (dioxane). Reaction conditions: temperature 140 celsius, time 45 minute. Yields the product O1C(=CC2=C1C=CC=C2)C2=NC=CC(=N2)C2=CC=1C(N(CC3(C1N2)CCN(CC3)C(=O)OC(C)(C)C)CC3=CC=C(C=C3)OC)=O (tert-butyl 2′-(2-(benzofuran-2-yl)pyrimidin-4-yl)-5′-(4-methoxybenzyl)-4′-oxo-1′,4′,5′,6′-tetrahydrospiro[piperidine-4,7′-pyrrolo[3,2-c]pyridine]-1-carboxylate). Yield: 69.5%. As a reaction SMILES: Cl[C:2]1[N:7]=[C:6]([C:8]2[NH:16][C:15]3[C:14]4([CH2:21][CH2:20][N:19]([C:22]([O:24][C:25]([CH3:28])([CH3:27])[CH3:26])=[O:23])[CH2:18][CH2:17]4)[CH2:13][N:12]([CH2:29][C:30]4[CH:35]=[CH:34][C:33]([O:36][CH3:37])=[CH:32][CH:31]=4)[C:11](=[O:38])[C:10]=3[CH:9]=2)[CH:5]=[CH:4][N:3]=1.[O:39]1[C:43]2[CH:44]=[CH:45][CH:46]=[CH:47][C:42]=2[CH:41]=[C:40]1B(O)O>O1CCOCC1.[Pd](Cl)Cl.C1(P(C2C=CC=CC=2)[C-]2C=CC=C2)C=CC=CC=1.[C-]1(P(C2C=CC=CC=2)C2C=CC=CC=2)C=CC=C1.[Fe+2]>[O:39]1[C:43]2[CH:44]=[CH:45][CH:46]=[CH:47][C:42]=2[CH:41]=[C:40]1[C:2]1[N:7]=[C:6]([C:8]2[NH:16][C:15]3[C:14]4([CH2:21][CH2:20][N:19]([C:22]([O:24][C:25]([CH3:28])([CH3:27])[CH3:26])=[O:23])[CH2:18][CH2:17]4)[CH2:13][N:12]([CH2:29][C:30]4[CH:35]=[CH:34][C:33]([O:36][CH3:37])=[CH:32][CH:31]=4)[C:11](=[O:38])[C:10]=3[CH:9]=2)[CH:5]=[CH:4][N:3]=1 |f:3.4.5.6|. Reported procedure: A mixture of tert-butyl 2′-(2-chloropyrimidin-4-yl)-5′-(4-methoxybenzyl)-4′-oxo-1′,4′,5′,6′-tetrahydrospiro[piperidine-4,7′-pyrrolo[3,2-c]pyridine]-1-carboxylate (A5) (4.5 g, 8.36 mmol), 2-benzofuranboronic acid (4.06 g, 25.09 mmol) and potassium phosphate tribasic heptahydrate (8.49 g, 25.09 mmol) was dissolved in anhydrous dioxane (105 mL). The resulting solution was purged with nitrogen, followed by addition of 1,1′-bis(diphenylphosphino)ferrocene palladium(II)chloride (676 mg, 0.836 mmol). T... Reactants: CN(C(=O)Cl)c1ccccc1, Oc1cccc(Oc2ccc(C(F)(F)F)cn2)c1. The product is CN(C(=O)Oc1cccc(Oc2ccc(C(F)(F)F)cn2)c1)c1ccccc1. RXN SMILES: [CH3:19][N:20]([C:21](=[O:22])[Cl:23])[c:24]1[cH:25][cH:26][cH:27][cH:28][cH:29]1.[F:1][C:2]([c:3]1[cH:4][cH:5][c:6]([O:9][c:10]2[cH:11][c:12]([OH:16])[cH:13][cH:14][cH:15]2)[n:7][cH:8]1)([F:17])[F:18]>>[F:1][C:2]([c:3]1[cH:4][cH:5][c:6]([O:9][c:10]2[cH:11][c:12]([O:16][C:21]([N:20]([CH3:19])[c:24]3[cH:25][cH:26][cH:27][cH:28][cH:29]3)=[O:22])[cH:13][cH:14][cH:15]2)[n:7][cH:8]1)([F:17])[F:18].